Task: describe an organic reaction: reactants, conditions, products, and yield. Dataset: the Open Reaction Database (ORD), a public repository of structured organic reaction records The reactants are OC1[C@H](N)[C@@H](O)[C@H](O)[C@H](O1)CO (glucosamine), O=C1C(O)=C(O)[C@H](O1)[C@@H](O)CO (ascorbic acid). As a reaction SMILES: [OH:1][CH:2]1[O:10][C@H:9]([CH2:11][OH:12])[C@@H:7]([OH:8])[C@H:5]([OH:6])[C@H:3]1[NH2:4].[O:13]=[C:14]1[O:20][C@H:19]([C@H:21]([CH2:23][OH:24])[OH:22])[C:17]([OH:18])=[C:15]1[OH:16]>>[O:13]=[C:14]1[O:20][C@H:19]([C@H:21]([CH2:23][OH:24])[OH:22])[C:17]([O-:18])=[C:15]1[OH:16].[OH:1][CH:2]1[O:10][C@H:9]([CH2:11][OH:12])[C@@H:7]([OH:8])[C@H:5]([OH:6])[C@H:3]1[NH2:4] |f:2.3|. Procedure: The procedure described in Example 1 was followed, starting from glucosamine base and ascorbic acid. The product is O=C1C(O)=C([O-])[C@H](O1)[C@@H](O)CO.OC1[C@H](N)[C@@H](O)[C@H](O)[C@H](O1)CO (Glucosamine Ascorbate).